Task: describe an organic reaction: reactants, conditions, products, and yield. Dataset: the Open Reaction Database (ORD), a public repository of structured organic reaction records The reactants are NC1=NC(=C2N=CN(C2=N1)CCC1COC(OC1)(C)C)Cl (2-amino-6-chloro-9-[2-(2,2-dimethyl-1,3-dioxan-5-yl)ethyl]purine). Reagents/catalysts: catalyst, [Pd] (palladium-on-charcoal). The solvent is C(C)O (ethanol), C1=CCCCC1 (cyclohexene). Reaction conditions: time 30 minute. Product: NC1=NC=C2N=CN(C2=N1)CCC(CO)CO (2-amino-9-(4-hydroxy-3-hydroxymethylbut-1-yl)purine). The yield is 36.1%. RXN SMILES: [NH2:1][C:2]1[N:10]=[C:9]2[C:5]([N:6]=[CH:7][N:8]2[CH2:11][CH2:12][CH:13]2[CH2:18][O:17]C(C)(C)[O:15][CH2:14]2)=[C:4](Cl)[N:3]=1>C(O)C.C1CCCCC=1.[Pd]>[NH2:1][C:2]1[N:10]=[C:9]2[C:5]([N:6]=[CH:7][N:8]2[CH2:11][CH2:12][CH:13]([CH2:18][OH:17])[CH2:14][OH:15])=[CH:4][N:3]=1. Procedure: To a solution of 2-amino-6-chloro-9-[2-(2,2-dimethyl-1,3-dioxan-5-yl)ethyl]purine (0.54 g, 1.75 mmol) in ethanol (10 ml) and cyclohexene (20 ml) was added 10% palladium-on-charcoal (400 mg) and the solution was refluxed for 7 hours. A further quantity of catalyst (200 mg) was added and the solution was refluxed overnight. The solution was filtered and washed through with methanol. To the filtrate was added hydrochloric acid (5M, 0.3 ml) and water (0.7 ml) and the solution was stirred for 30 minu... Reactants: NC1=NC2=CC=C(C=C2C(=N1)C(=O)N1CC2=CC=CC=C2C1)C#CCO (2-amino-6-(3-hydroxyprop-1-ynyl)-4-(1,3-dihydroisoindol-2-yl-carbonyl)quinazoline). The reagents and catalysts are [O-2].[Mn+4].[O-2] (manganese(IV) oxide), [O-2].[Mn+4].[O-2] (manganese(IV) oxide). The solvent is O1CCCC1 (tetrahydrofuran). Reaction conditions: time 16 hour. The product is NC1=NC2=CC=C(C=C2C(=N1)C(=O)N1CC2=CC=CC=C2C1)C#CC=O ([2-amino-4-(1,3-dihydroisoindole-2-carbonyl)quinazolin-6-yl]propynal). RXN SMILES: [NH2:1][C:2]1[N:11]=[C:10]([C:12]([N:14]2[CH2:22][C:21]3[C:16](=[CH:17][CH:18]=[CH:19][CH:20]=3)[CH2:15]2)=[O:13])[C:9]2[C:4](=[CH:5][CH:6]=[C:7]([C:23]#[C:24][CH2:25][OH:26])[CH:8]=2)[N:3]=1>O1CCCC1.[O-2].[Mn+4].[O-2]>[NH2:1][C:2]1[N:11]=[C:10]([C:12]([N:14]2[CH2:15][C:16]3[C:21](=[CH:20][CH:19]=[CH:18][CH:17]=3)[CH2:22]2)=[O:13])[C:9]2[C:4](=[CH:5][CH:6]=[C:7]([C:23]#[C:24][CH:25]=[O:26])[CH:8]=2)[N:3]=1 |f:2.3.4|. Procedure details: 860 mg of 2-amino-6-(3-hydroxyprop-1-ynyl)-4-(1,3-dihydroisoindol-2-yl-carbonyl)quinazoline are dissolved in 2 ml of tetrahydrofuran and, after addition of 1.736 g of manganese(IV) oxide, stirred at room temperature for 16 h. After addition of a further 434 mg of manganese(IV) oxide, the mixture is stirred for a further 12 h, filtered through kieselguhr, and the filtrate is evaporated to dryness. Drying in vacuo gives 402 mg of “A965”. Reactants: NCC1CCC(CC1)CN(S(=O)(=O)NC(C1=CC(=CC(=C1)C(F)(F)F)C(F)(F)F)=O)CC1=CC=CC=C1 (N-{[4-(aminomethyl)cyclohexyl]methyl}-N-benzyl-N′-[3,5-bis(trifluoromethyl)benzoyl]sulfamide), C1(=CC=CC=C1)N=C=O (phenyl isocyanate). Run in ClCCl (dichloromethane). Conditions: time 8 hour. Product: C(C1=CC=CC=C1)N(S(=O)(=O)NC(C1=CC(=CC(=C1)C(F)(F)F)C(F)(F)F)=O)CC1CCC(CC1)CNC(=O)NC1=CC=CC=C1 (N-[(4-{[benzyl({[3,5-bis(trifluoromethyl)benzoyl]amino}sulfonyl)amino]methyl}cyclohexyl)methyl]-N′-phenylurea). RXN SMILES: [NH2:1][CH2:2][CH:3]1[CH2:8][CH2:7][CH:6]([CH2:9][N:10]([CH2:31][C:32]2[CH:37]=[CH:36][CH:35]=[CH:34][CH:33]=2)[S:11]([NH:14][C:15](=[O:30])[C:16]2[CH:21]=[C:20]([C:22]([F:25])([F:24])[F:23])[CH:19]=[C:18]([C:26]([F:29])([F:28])[F:27])[CH:17]=2)(=[O:13])=[O:12])[CH2:5][CH2:4]1.[C:38]1([N:44]=[C:45]=[O:46])[CH:43]=[CH:42][CH:41]=[CH:40][CH:39]=1>ClCCl>[CH2:31]([N:10]([CH2:9][CH:6]1[CH2:5][CH2:4][CH:3]([CH2:2][NH:1][C:45]([NH:44][C:38]2[CH:43]=[CH:42][CH:41]=[CH:40][CH:39]=2)=[O:46])[CH2:8][CH2:7]1)[S:11]([NH:14][C:15](=[O:30])[C:16]1[CH:17]=[C:18]([C:26]([F:27])([F:28])[F:29])[CH:19]=[C:20]([C:22]([F:23])([F:24])[F:25])[CH:21]=1)(=[O:12])=[O:13])[C:32]1[CH:37]=[CH:36][CH:35]=[CH:34][CH:33]=1. Procedure: Amine (22) (25.2 mg, 46 μmole, 1.0 eq) was suspended in dichloromethane, then triethylamnine (16 μL, 114 μmole, 2.5 eq) and phenyl isocyanate (6 μL, 55 μmole, 1.2 eq) were added and the reaction stirred overnight. Silica gel chromatography provided the title compound. 1H NMR (500 MHz, DMSO-d6): δ 12.46 (s, 1H), 8.45 (s, 2H), 8.27 (s, 1H), 8.23 (s, 1H), 7.36 (d, 2H), 7.32 (d, 2H), 7.25 (t, 2H), 7.18 (m, 4H), 6.84 (t, 1H), 6.05 (t, 1H), 4.43 (s, 2H), 3.30 (water), 3.03 (s, 2H), 2.81 (t, 2H), 2.48 ...